This data is from the Open Reaction Database (ORD), a public repository of structured organic reaction records. The task is: describe an organic reaction: reactants, conditions, products, and yield Starting materials: O=C([O-])[O-], CCc1sc2cc(O)ccc2c1C(=O)NC, [Cs+], [Cs+], O=C(c1cc2nccc(Cl)c2s1)N1CCC1. Yields the product CCc1sc2cc(Oc3ccnc4cc(C(=O)N5CCC5)sc34)ccc2c1C(=O)NC. Reaction SMILES: [C:33](=[O:34])([O-:35])[O-:36].[CH3:17][NH:18][C:19](=[O:20])[c:21]1[c:22]2[c:23]([s:24][c:25]1[CH2:26][CH3:27])[cH:28][c:29]([OH:32])[cH:30][cH:31]2.[Cs+:37].[Cs+:38].[N:1]1([C:5](=[O:6])[c:7]2[cH:8][c:9]3[n:10][cH:11][cH:12][c:13]([Cl:16])[c:14]3[s:15]2)[CH2:2][CH2:3][CH2:4]1>>[N:1]1([C:5](=[O:6])[c:7]2[cH:8][c:9]3[n:10][cH:11][cH:12][c:13]([O:32][c:29]4[cH:28][c:23]5[c:22]([c:21]([C:19]([NH:18][CH3:17])=[O:20])[c:25]([CH2:26][CH3:27])[s:24]5)[cH:31][cH:30]4)[c:14]3[s:15]2)[CH2:2][CH2:3][CH2:4]1. Reactants: FC1=C(C=CC(=C1)N)NCCCC1OCCC1 (2-fluoro-N1-(3-(tetrahydrofuran-2-yl)propyl)benzene-1,4-diamine), C(C)(=O)C=C=O (acetyl ketene). Run in CCOC(=O)C (EtOAc). Reaction conditions: temperature 80 celsius, time 8 hour. Product: FC=1C=C(C=CC1NCCCC1OCCC1)NC(CC(C)=O)=O (N-(3-fluoro-4-((3-(tetrahydrofuran-2-yl)propyl)amino)phenyl)-3-oxobutan-amide). The yield is 23.6%. Reaction SMILES: [F:1][C:2]1[CH:7]=[C:6]([NH2:8])[CH:5]=[CH:4][C:3]=1[NH:9][CH2:10][CH2:11][CH2:12][CH:13]1[CH2:17][CH2:16][CH2:15][O:14]1.[C:18]([CH:21]=[C:22]=[O:23])(=[O:20])[CH3:19]>CCOC(C)=O>[F:1][C:2]1[CH:7]=[C:6]([NH:8][C:22](=[O:23])[CH2:21][C:18](=[O:20])[CH3:19])[CH:5]=[CH:4][C:3]=1[NH:9][CH2:10][CH2:11][CH2:12][CH:13]1[CH2:17][CH2:16][CH2:15][O:14]1. Procedure: To a solution of 2-fluoro-N1-(3-(tetrahydrofuran-2-yl)propyl)benzene-1,4-diamine (260 mg, 1.09 mmol) in EtOAc (10 mL) was added acetyl ketene (110 mg, 1.31 mmol) and the mixture was stirred at 80° C. overnight. The mixture was cooled to rt and concentrated in vacuo. The residue was purified by a silica gel column chromatography (PE/EtOAc (V/V)=2:1) to give the title compound as yellow liquid (83 mg, 24%). Reactants: CSc1ccc(C#N)cc1, Nc1ccc(F)cc1. Product: CSc1ccc(C(=N)Nc2ccc(F)cc2)cc1. RXN SMILES: [CH3:1][S:2][c:3]1[cH:4][cH:5][c:6]([C:7]#[N:8])[cH:9][cH:10]1.[NH2:11][c:12]1[cH:13][cH:14][c:15]([F:16])[cH:17][cH:18]1>>[CH3:1][S:2][c:3]1[cH:4][cH:5][c:6]([C:7](=[NH:8])[NH:11][c:12]2[cH:13][cH:14][c:15]([F:16])[cH:17][cH:18]2)[cH:9][cH:10]1.